This data is from the Open Reaction Database (ORD), a public repository of structured organic reaction records. The task is: describe an organic reaction: reactants, conditions, products, and yield Reactants: B, CCCCCCC(=O)N1CCCc2cccc(O)c21, C1CCOC1. Yields the product CCCCCCCN1CCCc2cccc(O)c21. Reaction SMILES: [BH3:20].[O:1]=[C:2]([CH2:3][CH2:4][CH2:5][CH2:6][CH2:7][CH3:8])[N:9]1[CH2:10][CH2:11][CH2:12][c:13]2[cH:14][cH:15][cH:16][c:17]([OH:19])[c:18]21.[O:21]1[CH2:22][CH2:23][CH2:24][CH2:25]1>>[CH2:2]([CH2:3][CH2:4][CH2:5][CH2:6][CH2:7][CH3:8])[N:9]1[CH2:10][CH2:11][CH2:12][c:13]2[cH:14][cH:15][cH:16][c:17]([OH:19])[c:18]21. The reactants are CCOC(C)=O, CCO, CCOC(=O)CCCCCC(=O)N(CC)c1ccc(C(F)(F)F)cc1CN(Cc1cc(C(F)(F)F)cc(C(F)(F)F)c1)c1ncc(N2CCOCC2)cn1, [Na+], [OH-]. Yields the product CCN(C(=O)CCCCCC(=O)O)c1ccc(C(F)(F)F)cc1CN(Cc1cc(C(F)(F)F)cc(C(F)(F)F)c1)c1ncc(N2CCOCC2)cn1. Reaction SMILES: [CH3:57][CH2:58][O:59][C:60](=[O:61])[CH3:62].[CH3:63][CH2:64][OH:65].[F:1][C:2]([c:3]1[cH:4][c:5]([CH2:6][N:7]([c:8]2[n:9][cH:10][c:11]([N:14]3[CH2:15][CH2:16][O:17][CH2:18][CH2:19]3)[cH:12][n:13]2)[CH2:20][c:21]2[c:22]([N:31]([C:32](=[O:33])[CH2:34][CH2:35][CH2:36][CH2:37][CH2:38][C:39](=[O:40])[O:41][CH2:42][CH3:43])[CH2:44][CH3:45])[cH:23][cH:24][c:25]([C:27]([F:28])([F:29])[F:30])[cH:26]2)[cH:46][c:47]([C:49]([F:50])([F:51])[F:52])[cH:48]1)([F:53])[F:54].[Na+:56].[OH-:55]>>[F:1][C:2]([c:3]1[cH:4][c:5]([CH2:6][N:7]([c:8]2[n:9][cH:10][c:11]([N:14]3[CH2:15][CH2:16][O:17][CH2:18][CH2:19]3)[cH:12][n:13]2)[CH2:20][c:21]2[c:22]([N:31]([C:32](=[O:33])[CH2:34][CH2:35][CH2:36][CH2:37][CH2:38][C:39](=[O:40])[OH:41])[CH2:44][CH3:45])[cH:23][cH:24][c:25]([C:27]([F:28])([F:29])[F:30])[cH:26]2)[cH:46][c:47]([C:49]([F:50])([F:51])[F:52])[cH:48]1)([F:53])[F:54]. The reactants are C(=O)(OC(C)(C)C)NC1=CC=CC=C1 (N-Boc-aniline), CCCCC (pentane), C(=O)(OC(C)(C)C)N1CCC(CC1)=O (N-Boc-4-piperidone), solution, C(C)(C)(C)[Li] (tert-butyllithium), Cl (HCl). Reagents/catalysts: CC(C)([O-])C.[K+] (potassium tert-butoxide). The solvent is O1CCCC1 (tetrahydrofuran), O1CCCC1 (tetrahydrofuran), C(C)OCC (diethyl ether). Conditions: temperature -70 celsius, time 30 minute. Product: O=C1OC2(CCN(CC2)C(=O)OC(C)(C)C)C2=C(N1)C=CC=C2 (tert-butyl 2-oxo-1,2-dihydrospiro[benzo[d][1,3]oxazine-4,4′-piperidine]-1′-carboxylate). The yield is 34.0%. Reaction SMILES: [C:1]([NH:8][C:9]1[CH:14]=[CH:13][CH:12]=[CH:11][CH:10]=1)([O:3][C:4]([CH3:7])([CH3:6])C)=[O:2].C([Li])(C)(C)C.CCCCC.[C:25]([N:32]1[CH2:37]CC(=O)C[CH2:33]1)([O:27][C:28]([CH3:31])([CH3:30])[CH3:29])=[O:26].Cl>O1CCCC1.C(OCC)C.CC(C)([O-])C.[K+]>[O:2]=[C:1]1[NH:8][C:9]2[CH:10]=[CH:11][CH:12]=[CH:13][C:14]=2[C:4]2([CH2:6][CH2:37][N:32]([C:25]([O:27][C:28]([CH3:31])([CH3:30])[CH3:29])=[O:26])[CH2:33][CH2:7]2)[O:3]1 |f:7.8|. Procedure: N-Boc-aniline (16.12 g, 83.4 mmol) was dissolved in anhydrous tetrahydrofuran (120 mL) and cooled to −70° C. To this solution was added dropwise, under nitrogen, a 1.7 M solution of tert-butyllithium in pentane (110 mL, 187 mmol) at −70° C. After 30 min at −70° C., the solution was warmed to −20° C. and maintained at that temperature for 2 h. The solution was again cooled to −70° C. and treated dropwise with a solution of N-Boc-4-piperidone (15.98 g, 80.2 mmol) in anhydrous tetrahydrofuran (50 m... Reactants: [O-]Cc1ccccc1, COC(=O)Cc1cscc1Nc1c(Cl)cccc1Cl, [K+], OCc1ccccc1. The product is O=C(Cc1cscc1Nc1c(Cl)cccc1Cl)OCc1ccccc1. RXN SMILES: [CH2:20]([c:21]1[cH:22][cH:23][cH:24][cH:25][cH:26]1)[O-:27].[CH3:1][O:2][C:3]([CH2:4][c:5]1[cH:6][s:7][cH:8][c:9]1[NH:10][c:11]1[c:12]([Cl:18])[cH:13][cH:14][cH:15][c:16]1[Cl:17])=[O:19].[K+:28].[OH:29][CH2:30][c:31]1[cH:32][cH:33][cH:34][cH:35][cH:36]1>>[CH2:1]([O:2][C:3]([CH2:4][c:5]1[cH:6][s:7][cH:8][c:9]1[NH:10][c:11]1[c:12]([Cl:18])[cH:13][cH:14][cH:15][c:16]1[Cl:17])=[O:19])[c:21]1[cH:22][cH:23][cH:24][cH:25][cH:26]1. Reactants: C(C)(C)(C)OC(=O)N1CCC2=C(CC1)C(=C(C=C2)Cl)SCC2=NC=C(C=C2)C(=O)O (3-tert-butoxycarbonyl-6-(5-carboxy-pyridin-2-ylmethylthio)-7-chloro-2,3,4,5-tetrahydro-1H-benzo[d]azepine), NCC1CCCCC1 (aminomethylcyclohexane). Yields the product Cl.ClC1=C(C2=C(CCNCC2)C=C1)SCC1=NC=C(C=C1)C(NCC1CCCCC1)=O (7-Chloro-6-[5-(cyclohexylmethylcarbamoyl)-pyridin-2-ylmethylthio]-2,3,4,5-tetrahydro-1H-benzo[d]azepine Hydrochloride). As a reaction SMILES: C(OC([N:8]1[CH2:14][CH2:13][C:12]2[C:15]([S:20][CH2:21][C:22]3[CH:27]=[CH:26][C:25]([C:28]([OH:30])=O)=[CH:24][N:23]=3)=[C:16]([Cl:19])[CH:17]=[CH:18][C:11]=2[CH2:10][CH2:9]1)=O)(C)(C)C.[NH2:31][CH2:32][CH:33]1[CH2:38][CH2:37][CH2:36][CH2:35][CH2:34]1>>[ClH:19].[Cl:19][C:16]1[CH:17]=[CH:18][C:11]2[CH2:10][CH2:9][NH:8][CH2:14][CH2:13][C:12]=2[C:15]=1[S:20][CH2:21][C:22]1[CH:27]=[CH:26][C:25]([C:28](=[O:30])[NH:31][CH2:32][CH:33]2[CH2:38][CH2:37][CH2:36][CH2:35][CH2:34]2)=[CH:24][N:23]=1 |f:2.3|. Procedure: Use a method similar to the Example 375, using 3-tert-butoxycarbonyl-6-(5-carboxy-pyridin-2-ylmethylthio)-7-chloro-2,3,4,5-tetrahydro-1H-benzo[d]azepine and aminomethylcyclohexane to give, after deprotection by the General Procedure 1-4, the title compound as a white solid. MS (APCI+) m/z: 444 (M+H)+. The reactants are NC=1SC2=C(N=C(N=C2N[C@@H](CNC(OC(C)(C)C)=O)C)S(=O)(=O)CC2=CC=CC=C2)N1 ([(2R)-2-[[2-amino-5-[(phenylmethyl)sulfonyl]thiazolo[4,5-d]pyrimidin-7-yl]amino]propyl]carbamic acid, 1,1-dimethylethyl ester), ClC=1C(=C(C=CC1)CS)F (3-chloro-2-fluoro-benzenemethanethiol), C(C)O (ethanol), [BH4-].[Na+] (sodium borohydride). The solvent is CS(=O)C (DMSO). Run at temperature 50 celsius. Yields the product NC=1SC2=C(N=C(N=C2N[C@@H](CNC(OC(C)(C)C)=O)C)SCC2=C(C(=CC=C2)Cl)F)N1 ([(2R)-2-[[2-amino-5-[[(3-chloro-2-fluorophenyl)methyl]thio]thiazolo[4,5-d]pyrimidin-7-yl]amino]propyl]carbamic acid, 1,1-dimethylethyl ester). As a reaction SMILES: [NH2:1][C:2]1[S:3][C:4]2[C:9]([NH:10][C@H:11]([CH3:21])[CH2:12][NH:13][C:14](=[O:20])[O:15][C:16]([CH3:19])([CH3:18])[CH3:17])=[N:8][C:7](S(CC3C=CC=CC=3)(=O)=O)=[N:6][C:5]=2[N:32]=1.[Cl:33][C:34]1[C:35]([F:42])=[C:36]([CH2:40][SH:41])[CH:37]=[CH:38][CH:39]=1.C(O)C.[BH4-].[Na+]>CS(C)=O>[NH2:1][C:2]1[S:3][C:4]2[C:9]([NH:10][C@H:11]([CH3:21])[CH2:12][NH:13][C:14](=[O:20])[O:15][C:16]([CH3:17])([CH3:19])[CH3:18])=[N:8][C:7]([S:41][CH2:40][C:36]3[CH:37]=[CH:38][CH:39]=[C:34]([Cl:33])[C:35]=3[F:42])=[N:6][C:5]=2[N:32]=1 |f:3.4|. Procedure: To a mixture of the product from example 25 step f) (1.2 g), the product from example 25 step g) (1.6 g) in a mixed solvent of ethanol (30 ml) and DMSO (5 ml) was added sodium borohydride (100 mg) and the mixture heated at 50° C. for 2 hours. The ethanol was removed by rotary evaporation and the crude product extracted into ethyl acetate and washed with water. The subtitle compound was obtained by purification (SiO2, 1:1)dichloromethane:ethyl acetate as eluant) to give (1.95 g). Reactants: O=C(O)c1ccc(N2CC(F)(F)C2)c(OCC2CC2)n1, Cc1nc(C(C)(N)CC2CC2)no1, Cl. Product: Cc1nc(C(C)(CC2CC2)NC(=O)c2ccc(N3CC(F)(F)C3)c(OCC3CC3)n2)no1. RXN SMILES: [CH:1]1([CH2:4][O:5][c:6]2[c:7]([N:15]3[CH2:16][C:17]([F:19])([F:20])[CH2:18]3)[cH:8][cH:9][c:10]([C:12](=[O:13])[OH:14])[n:11]2)[CH2:2][CH2:3]1.[CH:22]1([CH2:25][C:26]([c:27]2[n:28][o:29][c:30]([CH3:32])[n:31]2)([CH3:33])[NH2:34])[CH2:23][CH2:24]1.[ClH:21]>>[CH:1]1([CH2:4][O:5][c:6]2[c:7]([N:15]3[CH2:16][C:17]([F:19])([F:20])[CH2:18]3)[cH:8][cH:9][c:10]([C:12](=[O:14])[NH:34][C:26]([CH2:25][CH:22]3[CH2:23][CH2:24]3)([c:27]3[n:28][o:29][c:30]([CH3:32])[n:31]3)[CH3:33])[n:11]2)[CH2:2][CH2:3]1. Reactants: [OH-].[K+] (potassium hydroxide), C1(=CC=CC=C1)O (phenol), [OH-].[K+] (potassium hydroxide), FC=1C=CC(=C(C1)C)[N+](=O)[O-] (5-fluoro-2-nitrotoluene). Solvent: [OH-].[Na+] (NaOH). Yields the product hexanes ethyl acetate, [N+](=O)([O-])C1=C(C=C(C=C1)OC1=CC=CC=C1)C (2-nitro-5-phenoxytoluene). RXN SMILES: [OH-].[K+].[C:3]1([OH:9])[CH:8]=[CH:7][CH:6]=[CH:5][CH:4]=1.F[C:11]1[CH:12]=[CH:13][C:14]([N+:18]([O-:20])=[O:19])=[C:15]([CH3:17])[CH:16]=1>[OH-].[Na+]>[N+:18]([C:14]1[CH:13]=[CH:12][C:11]([O:9][C:3]2[CH:8]=[CH:7][CH:6]=[CH:5][CH:4]=2)=[CH:16][C:15]=1[CH3:17])([O-:20])=[O:19] |f:0.1,4.5|. Procedure details: Combine potassium hydroxide (3 g, 0.054 mol) and phenol (15 g, 0.16 mol), and heat to 110° C. until the potassium hydroxide is dissolved. Cool the mixture to room temperature and add 5-fluoro-2-nitrotoluene (7.75 g, 0.05 mol) in one aliquot. Heat the reaction mixture to 130° C. for 30 min, cool to room temperature, and then pour into 10% NaOH (200 mL). Extract the aqueous solution with ether (2×100 mL), combine the organic layers and wash with 10% NaOH (2×100 mL), water (2×100 mL), dry over Na2S...